Dataset: the Open Reaction Database (ORD), a public repository of structured organic reaction records. Task: describe an organic reaction: reactants, conditions, products, and yield Product: CN[C@H]1CC[C@H](C2=C1C=CC=C2)C=3C=CC(=C(C3)Cl)Cl.C(C)(=O)[O-] (Sertraline acetate). Procedure details: Sertraline base (the compound of Preparation AA, 200.2 mg) was dissolved in ethyl acetate (200 μL) in a 5 ml reaction vial. Glacial acetic acid (41.2 μL) was added to the sertraline base solution with stirring. An additional 500 μL of ethyl acetate was added to facilitate stirring. The reaction mixture was allowed to granulate at room temperature for five hours. The solids were filtered, washed with 10 mL of ethyl acetate and then dried in a vacuum oven at 40° C. for 20 hour. The yield was deter... The solvent is C(C)(=O)OCC (ethyl acetate), C(C)(=O)OCC (ethyl acetate). Reaction SMILES: [CH3:1][NH:2][C@@H:3]1[C:8]2[CH:9]=[CH:10][CH:11]=[CH:12][C:7]=2[C@H:6]([C:13]2[CH:14]=[CH:15][C:16]([Cl:20])=[C:17]([Cl:19])[CH:18]=2)[CH2:5][CH2:4]1.[C:21]([OH:24])(=[O:23])[CH3:22]>C(OCC)(=O)C>[CH3:1][NH:2][C@@H:3]1[C:8]2[CH:9]=[CH:10][CH:11]=[CH:12][C:7]=2[C@H:6]([C:13]2[CH:14]=[CH:15][C:16]([Cl:20])=[C:17]([Cl:19])[CH:18]=2)[CH2:5][CH2:4]1.[C:21]([O-:24])(=[O:23])[CH3:22] |f:3.4|. Run at time 5 hour. Starting materials: CN[C@H]1CC[C@H](C2=C1C=CC=C2)C=3C=CC(=C(C3)Cl)Cl (Sertraline), C(C)(=O)O (acetic acid), CN[C@H]1CC[C@H](C2=C1C=CC=C2)C=3C=CC(=C(C3)Cl)Cl (sertraline).